Dataset: the Open Reaction Database (ORD), a public repository of structured organic reaction records. Task: describe an organic reaction: reactants, conditions, products, and yield The reactants are C1CCOC1, CS(=O)(=O)NC1CCCOc2ccccc21, [H-], CI, [Na+]. Product: CN(C1CCCOc2ccccc21)S(C)(=O)=O. Reaction SMILES: [CH2:21]1[O:22][CH2:23][CH2:24][CH2:25]1.[CH3:1][S:2](=[O:3])(=[O:4])[NH:5][CH:6]1[CH2:7][CH2:8][CH2:9][O:10][c:11]2[c:12]1[cH:13][cH:14][cH:15][cH:16]2.[H-:17].[I:19][CH3:20].[Na+:18]>>[CH3:1][S:2](=[O:3])(=[O:4])[N:5]([CH:6]1[CH2:7][CH2:8][CH2:9][O:10][c:11]2[c:12]1[cH:13][cH:14][cH:15][cH:16]2)[CH3:20]. Starting materials: O=C1C=2N(CCC1)N=C(C2)C(=O)O (4-oxo-4,5,6,7-tetrahydro-pyrazolo[1,5-a]pyridine-2-carboxylic acid), CCO (EtOH), S(O)(O)(=O)=O (sulphuric acid). Reaction conditions: temperature 100 celsius. Yields the product C(C)OC(=O)C1=NN2C(C(CCC2)=O)=C1 (4-Oxo-4,5,6,7-tetrahydro-pyrazolo[1,5-a]pyridine-2-carboxylic acid ethyl ester). RXN SMILES: [O:1]=[C:2]1[CH2:7][CH2:6][CH2:5][N:4]2[N:8]=[C:9]([C:11]([OH:13])=[O:12])[CH:10]=[C:3]12.S(=O)(=O)(O)O.[CH3:19][CH2:20]O>>[CH2:19]([O:12][C:11]([C:9]1[CH:10]=[C:3]2[C:2](=[O:1])[CH2:7][CH2:6][CH2:5][N:4]2[N:8]=1)=[O:13])[CH3:20]. Procedure details: To a mixture of 4-oxo-4,5,6,7-tetrahydro-pyrazolo[1,5-a]pyridine-2-carboxylic acid (16 g, 89 mmol) in 170 mL EtOH is added slowly 12 mL concentrated sulphuric acid and the reaction mixture is heated to 100° C. for 2 h. The reaction mixture is cooled to RT and concentrated under reduced pressure. The residue is poured on ice, neutralized by the addition of an aqueous saturated solution of NaHCO3 and extracted with DCM. The combined organic phases are washed with water and brine, dried on MgSO4 an... Starting materials: bis-triphenylphosphine palladium(II) chloride, COC(CCC1=NC(=CC=C1OCCCC\C=C\C1=CC=C(C=C1)OC)I)=O (3-{6-iodo-3-[6-(4-methoxyphenyl)-(5E)-5-hexenyloxy]-2-pyridyl}-propionic acid methyl ester), COC(CCC#C)=O (4-pentynoic acid methyl ester). Reagents/catalysts: [Cu]I (copper(I) iodide). Solvent: C(C)N(CC)CC (triethylamine). Reaction conditions: time 20 hour. Product: COC(CCC#CC1=CC=C(C(=N1)CCC(=O)OC)OCCCC\C=C\C1=CC=C(C=C1)OC)=O (5-{2-(2-methoxycarbonylethyl)-3-[6-(4-methoxyphenyl)-(5E)-5-hexenyloxy]-6-pyridyl}-4-pentynoic acid methyl ester). The yield is 96.4%. As a reaction SMILES: [CH3:1][O:2][C:3](=[O:28])[CH2:4][CH2:5][C:6]1[C:11]([O:12][CH2:13][CH2:14][CH2:15][CH2:16]/[CH:17]=[CH:18]/[C:19]2[CH:24]=[CH:23][C:22]([O:25][CH3:26])=[CH:21][CH:20]=2)=[CH:10][CH:9]=[C:8](I)[N:7]=1.[CH3:29][O:30][C:31](=[O:36])[CH2:32][CH2:33][C:34]#[CH:35]>C(N(CC)CC)C.[Cu]I>[CH3:29][O:30][C:31](=[O:36])[CH2:32][CH2:33][C:34]#[C:35][C:8]1[N:7]=[C:6]([CH2:5][CH2:4][C:3]([O:2][CH3:1])=[O:28])[C:11]([O:12][CH2:13][CH2:14][CH2:15][CH2:16]/[CH:17]=[CH:18]/[C:19]2[CH:24]=[CH:23][C:22]([O:25][CH3:26])=[CH:21][CH:20]=2)=[CH:10][CH:9]=1. Procedure details: 11 mg of bis-triphenylphosphine-palladium(II) chloride and 1.5 mg of copper(I) iodide are added to a solution of 300 mg of 3-{6-iodo-3-[6-(4-methoxyphenyl)-(5E)-5-hexenyloxy]-2-pyridyl}-propionic acid methyl ester and 68 mg of 4-pentynoic acid methyl ester in 5 ml of triethylamine, and the mixture is stirred for 20 hours at room temperature. The reaction mixture is filtered, the filter residue is washed with ethyl acetate and the filtrate is concentrated by evaporation. The residue is taken up i...